This data is from the Open Reaction Database (ORD), a public repository of structured organic reaction records. The task is: describe an organic reaction: reactants, conditions, products, and yield The reactants are OCCN(C1=CC(=C(C#N)C=C1)C(F)(F)F)CC(F)(F)F (4-[(2-hydroxyethyl)(2,2,2-trifluoroethyl)amino]-2-(trifluoromethyl)benzonitrile), OC1=CC=C(C=C1)CC(C)=O (1-(4-hydroxyphenyl)-2-propanone). The product is O=C(CC1=CC=C(C=C1)OCCN(C1=CC(=C(C#N)C=C1)C(F)(F)F)CC(F)(F)F)C (4-[(2-{[4-(2-Oxopropyl)phenyl]oxy}ethyl)(2,2,2-trifluoroethyl)amino]-2-(trifluoromethyl)benzonitrile). As a reaction SMILES: [OH:1][CH2:2][CH2:3][N:4]([CH2:17][C:18]([F:21])([F:20])[F:19])[C:5]1[CH:12]=[CH:11][C:8]([C:9]#[N:10])=[C:7]([C:13]([F:16])([F:15])[F:14])[CH:6]=1.O[C:23]1[CH:28]=[CH:27][C:26]([CH2:29][C:30](=[O:32])[CH3:31])=[CH:25][CH:24]=1>>[O:32]=[C:30]([CH3:31])[CH2:29][C:26]1[CH:27]=[CH:28][C:23]([O:1][CH2:2][CH2:3][N:4]([CH2:17][C:18]([F:19])([F:20])[F:21])[C:5]2[CH:12]=[CH:11][C:8]([C:9]#[N:10])=[C:7]([C:13]([F:15])([F:16])[F:14])[CH:6]=2)=[CH:24][CH:25]=1. Procedure details: Synthesized as described in Example 1C using 4-[(2-hydroxyethyl)(2,2,2-trifluoroethyl)amino]-2-(trifluoromethyl)benzonitrile and 1-(4-hydroxyphenyl)-2-propanone: MS (APCI) m/z 445 (M+1). Starting materials: C1CCOC1, CC(C)(C)OC(=O)NCc1ccc(Cl)cc1CN=[N+]=[N-], O. Product: CC(C)(C)OC(=O)NCc1ccc(Cl)cc1CN. RXN SMILES: [CH2:21]1[O:22][CH2:23][CH2:24][CH2:25]1.[N:1](=[N+:2]=[N-:3])[CH2:4][c:5]1[c:6]([CH2:12][NH:13][C:14](=[O:15])[O:16][C:17]([CH3:18])([CH3:19])[CH3:20])[cH:7][cH:8][c:9]([Cl:11])[cH:10]1.[OH2:26]>>[NH2:1][CH2:4][c:5]1[c:6]([CH2:12][NH:13][C:14](=[O:15])[O:16][C:17]([CH3:18])([CH3:19])[CH3:20])[cH:7][cH:8][c:9]([Cl:11])[cH:10]1.